From a dataset of the Open Reaction Database (ORD), a public repository of structured organic reaction records. describe an organic reaction: reactants, conditions, products, and yield The reactants are CCO, O=S(=O)(CCCCl)NCc1ccc2nc(N3CCN(C4CC4)CC3)sc2c1, [K+], [OH-]. Product: O=S1(=O)CCCN1Cc1ccc2nc(N3CCN(C4CC4)CC3)sc2c1. As a reaction SMILES: [CH3:30][CH2:31][OH:32].[CH:1]1([N:4]2[CH2:5][CH2:6][N:7]([c:10]3[s:11][c:12]4[c:13]([n:14]3)[cH:15][cH:16][c:17]([CH2:19][NH:20][S:21](=[O:22])(=[O:23])[CH2:24][CH2:25][CH2:26][Cl:27])[cH:18]4)[CH2:8][CH2:9]2)[CH2:2][CH2:3]1.[K+:29].[OH-:28]>>[CH:1]1([N:4]2[CH2:5][CH2:6][N:7]([c:10]3[s:11][c:12]4[c:13]([n:14]3)[cH:15][cH:16][c:17]([CH2:19][N:20]3[S:21](=[O:22])(=[O:23])[CH2:24][CH2:25][CH2:26]3)[cH:18]4)[CH2:8][CH2:9]2)[CH2:2][CH2:3]1. Reactants: CS(=O)(=O)O (Methanesulfonic acid), C1(CC1)C=1C=CC(=NC1)N1N=CC(=C1C)C(=O)NC=1C=NC(=CC1)C1=CCC(CC1)N1CCOCC1 (1-(5-cyclopropylpyridin-2-yl)-5-methyl-N-{6-[4-(morpholin-4-yl)cyclohex-1-en-1-yl]pyridin-3-yl}-1H-pyrazole-4-carboxamide). The solvent is C(Cl)(Cl)Cl (chloroform), CO (methanol). Run at time 12 hour. Yields the product S(C)(=O)(=O)O.C1(CC1)C=1C=CC(=NC1)N1N=CC(=C1C)C(=O)NC=1C=NC(=CC1)C1=CCC(CC1)N1CCOCC1 (1-(5-Cyclopropylpyridin-2-yl)-5-methyl-N-{6-[4-(morpholin-4-yl)cyclohex-1-en-1-yl]pyridin-3-yl}-1H-pyrazole-4-carboxamide mesylate). RXN SMILES: [CH3:1][S:2]([OH:5])(=[O:4])=[O:3].[CH:6]1([C:9]2[CH:10]=[CH:11][C:12]([N:15]3[C:19]([CH3:20])=[C:18]([C:21]([NH:23][C:24]4[CH:25]=[N:26][C:27]([C:30]5[CH2:35][CH2:34][CH:33]([N:36]6[CH2:41][CH2:40][O:39][CH2:38][CH2:37]6)[CH2:32][CH:31]=5)=[CH:28][CH:29]=4)=[O:22])[CH:17]=[N:16]3)=[N:13][CH:14]=2)[CH2:8][CH2:7]1>C(Cl)(Cl)Cl.CO>[S:2]([OH:5])(=[O:4])(=[O:3])[CH3:1].[CH:6]1([C:9]2[CH:10]=[CH:11][C:12]([N:15]3[C:19]([CH3:20])=[C:18]([C:21]([NH:23][C:24]4[CH:25]=[N:26][C:27]([C:30]5[CH2:35][CH2:34][CH:33]([N:36]6[CH2:41][CH2:40][O:39][CH2:38][CH2:37]6)[CH2:32][CH:31]=5)=[CH:28][CH:29]=4)=[O:22])[CH:17]=[N:16]3)=[N:13][CH:14]=2)[CH2:8][CH2:7]1 |f:4.5|. Reported procedure: Methanesulfonic acid (47 μl) was added at room temperature to a solution of 1-(5-cyclopropylpyridin-2-yl)-5-methyl-N-{6-[4-(morpholin-4-yl)cyclohex-1-en-1-yl]pyridin-3-yl}-1H-pyrazole-4-carboxamide (315 mg) in chloroform (6.3 ml) and methanol (0.7 ml) and stirred at the same temperature for 12 hours. After the reaction, the solvent was evaporated, ethyl acetate was added to the resulting residue and the precipitated solid was filtered to give the titled compound (340 mg) as a white solid. RXN SMILES: [NH2:1][C:2]1[CH:3]=[CH:4][C:5]([F:19])=[C:6]([C@:8]2([CH3:18])[C:14]([F:16])([F:15])[CH2:13][O:12][CH2:11][C:10]([NH2:17])=[N:9]2)[CH:7]=1.[F:20][CH:21]([F:32])[O:22][C:23]1[CH:24]=[CH:25][C:26]([C:29]([OH:31])=[O:30])=[N:27][CH:28]=1>>[CH:29]([OH:31])=[O:30].[NH2:17][C:10]1[CH2:11][O:12][CH2:13][C:14]([F:15])([F:16])[C@:8]([C:6]2[CH:7]=[C:2]([NH:1][C:29](=[O:30])[C:26]3[CH:25]=[CH:24][C:23]([O:22][CH:21]([F:32])[F:20])=[CH:28][N:27]=3)[CH:3]=[CH:4][C:5]=2[F:19])([CH3:18])[N:9]=1 |f:2.3|. Product: C(=O)O.NC=1COCC([C@@](N1)(C)C=1C=C(C=CC1F)NC(C1=NC=C(C=C1)OC(F)F)=O)(F)F ((R)-N-(3-(3-amino-6,6-difluoro-5-methyl-2,5,6,7-tetrahydro-1,4-oxazepin-5-yl)-4-fluorophenyl)-5-(difluoromethoxy)picolinamide formate). Reactants: NC=1C=CC(=C(C1)[C@]1(N=C(COCC1(F)F)N)C)F ((R)-5-(5-amino-2-fluorophenyl)-6,6-difluoro-5-methyl-2,5,6,7-tetrahydro-1,4-oxazepin-3-amine), FC(OC=1C=CC(=NC1)C(=O)O)F (5-difluoromethoxy-pyridine-2-carboxylic acid). Reported procedure: The coupling of (R)-5-(5-amino-2-fluorophenyl)-6,6-difluoro-5-methyl-2,5,6,7-tetrahydro-1,4-oxazepin-3-amine (intermediate A10A) and 5-difluoromethoxy-pyridine-2-carboxylic acid (prepared according to Y. Suzuki et al., Int. Patent Appl. No. WO2009091016) yielded the title compound as a pale yellow solid. MS (ISP): m/z=545.2 [M+H]+. As a reaction SMILES: [C:1]([O:5][C:6]([N:8]1[CH2:12][CH2:11][C@H:10]([O:13][C:14]2[CH:22]=[CH:21][C:17]([C:18]([OH:20])=O)=[CH:16][CH:15]=2)[CH2:9]1)=[O:7])([CH3:4])([CH3:3])[CH3:2].Cl.[Cl:24][C:25]1[CH:26]=[C:27]2[C:32](=[CH:33][CH:34]=1)[CH:31]=[C:30]([S:35]([N:38]1[CH2:43][CH2:42][NH:41][CH2:40][CH2:39]1)(=[O:37])=[O:36])[CH:29]=[CH:28]2>>[C:1]([O:5][C:6]([N:8]1[CH2:12][CH2:11][C@H:10]([O:13][C:14]2[CH:22]=[CH:21][C:17]([C:18]([N:41]3[CH2:40][CH2:39][N:38]([S:35]([C:30]4[CH:29]=[CH:28][C:27]5[C:32](=[CH:33][CH:34]=[C:25]([Cl:24])[CH:26]=5)[CH:31]=4)(=[O:37])=[O:36])[CH2:43][CH2:42]3)=[O:20])=[CH:16][CH:15]=2)[CH2:9]1)=[O:7])([CH3:3])([CH3:4])[CH3:2] |f:1.2|. Product: C(C)(C)(C)OC(=O)N1C[C@H](CC1)OC1=CC=C(C(=O)N2CCN(CC2)S(=O)(=O)C2=CC3=CC=C(C=C3C=C2)Cl)C=C1 (1-[4-[[(3S)-1-tert-Butoxycarbonylpyrrolidin-3-yl]oxy]benzoyl]-4-[(6-chloronaphthalen-2-yl)sulfonyl]piperazine). Reactants: C(C)(C)(C)OC(=O)N1C[C@H](CC1)OC1=CC=C(C(=O)O)C=C1 (4-[[(3S)-1-tert-butoxycarbonyl-3-pyrrolidinyl]oxy]benzoic acid), Cl.ClC=1C=C2C=CC(=CC2=CC1)S(=O)(=O)N1CCNCC1 (1-[(6-chloronaphthalen-2-yl)sulfonyl]piperazine hydrochloride). Procedure details: In the same manner as in Referential Example 12, a reaction was conducted using 4-[[(3S)-1-tert-butoxycarbonyl-3-pyrrolidinyl]oxy]benzoic acid and 1-[(6-chloronaphthalen-2-yl)sulfonyl]piperazine hydrochloride as starting materials, whereby the title compound was obtained. The reactants are C1(=CC=CC=C1)C(N1C(C2(C3=CC=CC=C13)COC1=CC3=C(N(C(CO3)=O)C)C=C12)=O)C1=CC=CC=C1 (1′-(diphenylmethyl)-1-methyl-1H-spiro[furo[3,2-g][1,4]benzoxazine-8,3′-indole]-2,2′(1′H,3H)-dione), C1(=CC=CC=C1)C(N1C(C2(C3=CC=CC=C13)COC1=C2C=C(C(=C1)OC)C)=O)C1=CC=CC=C1 (1′-(diphenylmethyl)-6-methoxy-5-methylspiro[1-benzofuran-3,3′-indol]-2′(1′H)-one). Yields the product CN1C(COC2=C1C=C1C(=C2)OCC12C(NC1=CC=CC=C21)=O)=O (1-methyl-1H-spiro[furo[3,2-g][1,4]benzoxazine-8,3′-indole]-2,2′(1′H,3H)-dione). RXN SMILES: C1(C(C2C=CC=CC=2)[N:8]2[C:16]3[C:11](=[CH:12][CH:13]=[CH:14][CH:15]=3)[C:10]3([C:30]4[C:19](=[CH:20][C:21]5[O:26][CH2:25][C:24](=[O:27])[N:23]([CH3:28])[C:22]=5[CH:29]=4)[O:18][CH2:17]3)[C:9]2=[O:31])C=CC=CC=1.C1(C(C2C=CC=CC=2)N2C3C(=CC=CC=3)C3(C4C=C(C)C(OC)=CC=4OC3)C2=O)C=CC=CC=1>>[CH3:28][N:23]1[C:22]2[CH:29]=[C:30]3[C:10]4([C:11]5[C:16](=[CH:15][CH:14]=[CH:13][CH:12]=5)[NH:8][C:9]4=[O:31])[CH2:17][O:18][C:19]3=[CH:20][C:21]=2[O:26][CH2:25][C:24]1=[O:27]. Procedure details: Following the procedure as described in EXAMPLE 3 and making non-critical variations using 1′-(diphenylmethyl)-1-methyl-1H-spiro[furo[3,2-g][1,4]benzoxazine-8,3′-indole]-2,2′(1′H,3H)-dione to replace 1′-(diphenylmethyl)-6-methoxy-5-methylspiro[1-benzofuran-3,3′-indol]-2′(1′H)-one, 1-methyl-1H-spiro[furo[3,2-g][1,4]benzoxazine-8,3′-indole]-2,2′(1′H,3H)-dione was obtained (73%) as a colorless solid: mp>250° C. (ethyl acetate); 1H NMR (300 MHz, DMSO-d6) δ 10.62 (br s, 1H), 7.29-7.22 (m, 1H), 7.11 (... Reactants: N(=NC(=O)N1CCCCC1)C(=O)N1CCCCC1 (1,1′-(azodicarbonyl)-dipiperidine), IC1=C(SC(=C1)C1=CC=C(C=C1)C(F)(F)F)C(C)O (1-[3-Iodo-5-(4-trifluoromethyl-phenyl)-thiophen-2-yl]-ethanol), COC(CCC1=C(C=C(C=C1)S)C)=O (3-(4-Mercapto-2-methyl-phenyl)-propionic acid methyl ester), C(CCC)P(CCCC)CCCC (tributylphosphine). The solvent is CCCCCC (hexane), C1(=CC=CC=C1)C (toluene), C1(=CC=CC=C1)C (toluene). Reaction conditions: time 8 hour. Product: COC(CCC1=C(C=C(C=C1)SC(C)C=1SC(=CC1I)C1=CC=C(C=C1)C(F)(F)F)C)=O (3-(4-{1-[3-Iodo-5-(4-trifluoromethyl-phenyl)-thiophen-2-yl]-ethylsulfanyl}-2-methyl-phenyl)-propionic acid methyl ester). Reaction SMILES: [I:1][C:2]1[CH:6]=[C:5]([C:7]2[CH:12]=[CH:11][C:10]([C:13]([F:16])([F:15])[F:14])=[CH:9][CH:8]=2)[S:4][C:3]=1[CH:17](O)[CH3:18].[CH3:20][O:21][C:22](=[O:33])[CH2:23][CH2:24][C:25]1[CH:30]=[CH:29][C:28]([SH:31])=[CH:27][C:26]=1[CH3:32].C(P(CCCC)CCCC)CCC.N(C(N1CCCCC1)=O)=NC(N1CCCCC1)=O>C1(C)C=CC=CC=1.CCCCCC>[CH3:20][O:21][C:22](=[O:33])[CH2:23][CH2:24][C:25]1[CH:30]=[CH:29][C:28]([S:31][CH:17]([C:3]2[S:4][C:5]([C:7]3[CH:12]=[CH:11][C:10]([C:13]([F:16])([F:15])[F:14])=[CH:9][CH:8]=3)=[CH:6][C:2]=2[I:1])[CH3:18])=[CH:27][C:26]=1[CH3:32]. Reported procedure: To a solution of 1-[3-Iodo-5-(4-trifluoromethyl-phenyl)-thiophen-2-yl]-ethanol (1.52 g, 3.96 mmole) and 3-(4-Mercapto-2-methyl-phenyl)-propionic acid methyl ester (0.769 g, 3.96 mmole) in toluene (20 mL) at room temperature, is added tributylphosphine (1.98 mL, 7.92 mmole) followed by a solution of 1,1′-(azodicarbonyl)-dipiperidine (1.99 g, 7.92 mmole) in toluene (20 mL). The reaction is stirred overnight, and then diluted with hexane (100 mL). The precipitate is removed through filtration and t... The reactants are BrCc1ccc(Br)cc1, C1CCOC1, O=C1C2Cc3ccccc3CN2C(=O)N1c1cc(Cl)cc(Cl)c1. The product is O=C1N(c2cc(Cl)cc(Cl)c2)C(=O)C2(Cc3ccc(Br)cc3)Cc3ccccc3CN12. Reaction SMILES: [Br:24][c:25]1[cH:26][cH:27][c:28]([CH2:29][Br:30])[cH:31][cH:32]1.[CH2:33]1[O:34][CH2:35][CH2:36][CH2:37]1.[Cl:1][c:2]1[cH:3][c:4]([N:9]2[C:10](=[O:23])[N:11]3[CH2:12][c:13]4[cH:14][cH:15][cH:16][cH:17][c:18]4[CH2:19][CH:20]3[C:21]2=[O:22])[cH:5][c:6]([Cl:8])[cH:7]1>>[Cl:1][c:2]1[cH:3][c:4]([N:9]2[C:10](=[O:23])[N:11]3[CH2:12][c:13]4[cH:14][cH:15][cH:16][cH:17][c:18]4[CH2:19][C:20]3([CH2:29][c:28]3[cH:27][cH:26][c:25]([Br:24])[cH:32][cH:31]3)[C:21]2=[O:22])[cH:5][c:6]([Cl:8])[cH:7]1. Starting materials: C(C1=CC=CC=C1)O (benzyl alcohol), O=CC1=CC(OC)=C(O)C=C1 (vanillin). Solvent: CCCCCC.C(C)OCC (hexane ethyl ether). Yields the product OCC=1C=CC2=C(CC(O2)C)C1 (5-Hydroxymethyl-2-methyl-2,3-dihydrobenzofuran). Reaction SMILES: [CH2:1]([OH:8])[C:2]1[CH:7]=[CH:6][CH:5]=[CH:4][CH:3]=1.O=CC1C=C[C:16](O)=[C:13]([O:14]C)[CH:12]=1>CCCCCC.C(OCC)C>[OH:8][CH2:1][C:2]1[CH:7]=[CH:6][C:5]2[O:14][CH:13]([CH3:16])[CH2:12][C:4]=2[CH:3]=1 |f:2.3|. Reported procedure: To a solution of 853 mg (4.14 mmole) ethyl 2-methyl-2,3-dihydrobenzofuran-5-carboxylate in 9 ml dry tetrahydrafuran under nitrogen was added 157 mg (4.14 mmole) lithium aluminum hydride in portions and the resulting mixture was stirred at room temperature overnight. The mixture was worked up as described in Preparation A, Part (v), to afford 752 mg of product. The NMR spectrum showed the presence of a band at 4.5 ppm, characteristic of a benzyl alcohol CH2 group. TLC with 1:1 hexane/ethyl ether ... Reactants: ClC=1C=C2C3=C(C(NC2=NC1)=O)C=CC=C3 (2-Chloro-5H-benzo[c][1,8]naphthyridin-6-one), [O-]CCCC (butoxide), [Na] (sodium), COC1=CC=C(CN)C=C1 (4-methoxy-benzylamine), C1(CCCCC1)P(C1=C(C=CC=C1)C1=C(C=C(C=C1C(C)C)C(C)C)C(C)C)C1CCCCC1 (2-dicyclohexylphosphino-2′,4′,6′-triisopropylbiphenyl). Reagents/catalysts: C(C)(=O)[O-].[Pd+2].C(C)(=O)[O-] (palladium(II) acetate). Run in CO (MeOH), O1CCOCC1 (dioxane). Conditions: temperature 100 celsius, time 8 hour. Yields the product COC1=CC=C(C=C1)CCNC1=CC2=C(C(NC3=NC=CC=C23)=O)C=C1 (9-[2-(4-Methoxy-phenyl)-ethylamino]-5H-benzo[c][1,8]naphthyridin-6-one). Yield: 144.8%. As a reaction SMILES: Cl[C:2]1[CH:3]=[C:4]2[C:9](=[N:10][CH:11]=1)[NH:8][C:7](=[O:12])[C:6]1[CH:13]=[CH:14][CH:15]=[CH:16][C:5]2=1.COC1C=CC(C[NH2:24])=CC=1.C1(P(C2CCCCC2)[C:34]2[CH:39]=[CH:38][CH:37]=[CH:36][C:35]=2[C:40]2[C:45](C(C)C)=CC(C(C)C)=CC=2C(C)C)CCCCC1.[Na].[O-:62][CH2:63]CCC>O1CCOCC1.CO.C([O-])(=O)C.[Pd+2].C([O-])(=O)C>[CH3:63][O:62][C:38]1[CH:37]=[CH:36][C:35]([CH2:40][CH2:45][NH:24][C:15]2[CH:14]=[CH:13][C:6]3[C:7](=[O:12])[NH:8][C:9]4[C:4]([C:5]=3[CH:16]=2)=[CH:3][CH:2]=[CH:11][N:10]=4)=[CH:34][CH:39]=1 |f:7.8.9,^1:60|. Procedure details: 2-Chloro-5H-benzo[c][1,8]naphthyridin-6-one (50 mg, 0.22 mmol), 4-methoxy-benzylamine (59 mg, 0.43 mmol), palladium(II) acetate (2 mg, 0.01 mmol), 2-dicyclohexylphosphino-2′,4′,6′-triisopropylbiphenyl (8 mg, 0.02 mmol), and sodium ted-butoxide (63 mg, 0.65 mmol) were suspended in dioxane (2 mL), and stirred overnight at 100° C. The reaction mixture was diluted with MeOH, filtered through a filter membrane, and purified via prep-LC-MS. The recovered product was converted to the HCl salt via suspe... Reactants: CN(C(=O)OC(C)(C)C)C1CCN(S(=O)(=O)c2cccc3c(Cl)ncc(Cl)c23)C1, CC[O-], CCO, [Na+]. The product is CCOc1ncc(Cl)c2c(S(=O)(=O)N3CCC(N(C)C(=O)OC(C)(C)C)C3)cccc12. As a reaction SMILES: [C:1]([CH3:2])([CH3:3])([CH3:4])[O:5][C:6](=[O:7])[N:8]([CH3:9])[CH:10]1[CH2:11][N:12]([S:15](=[O:16])(=[O:17])[c:18]2[c:19]3[c:20]([Cl:29])[cH:21][n:22][c:23]([Cl:28])[c:24]3[cH:25][cH:26][cH:27]2)[CH2:13][CH2:14]1.[CH3:31][CH2:32][O-:33].[CH3:34][CH2:35][OH:36].[Na+:30]>>[C:1]([CH3:2])([CH3:3])([CH3:4])[O:5][C:6](=[O:7])[N:8]([CH3:9])[CH:10]1[CH2:11][N:12]([S:15](=[O:16])(=[O:17])[c:18]2[c:19]3[c:20]([Cl:29])[cH:21][n:22][c:23]([O:33][CH2:32][CH3:31])[c:24]3[cH:25][cH:26][cH:27]2)[CH2:13][CH2:14]1.